This data is from the Open Reaction Database (ORD), a public repository of structured organic reaction records. The task is: describe an organic reaction: reactants, conditions, products, and yield Starting materials: N1C(CCC2=CC=CC=C12)=O (3,4-dihydro-1H-quinolin-2-one), [H-].[Na+] (NaH), COC1=CC=C(CCl)C=C1 (4-Methoxybenzyl chloride). Run in CN(C)C=O (DMF). Reaction conditions: time 30 minute. Product: COC1=CC=C(CN2C(CCC3=CC=CC=C23)=O)C=C1 (1-(4-methoxy-benzyl)-3,4-dihydro-1H-quinolin-2-one). Isolated yield 95.0%. RXN SMILES: [NH:1]1[C:10]2[C:5](=[CH:6][CH:7]=[CH:8][CH:9]=2)[CH2:4][CH2:3][C:2]1=[O:11].[H-].[Na+].[CH3:14][O:15][C:16]1[CH:23]=[CH:22][C:19]([CH2:20]Cl)=[CH:18][CH:17]=1>CN(C=O)C>[CH3:14][O:15][C:16]1[CH:23]=[CH:22][C:19]([CH2:20][N:1]2[C:10]3[C:5](=[CH:6][CH:7]=[CH:8][CH:9]=3)[CH2:4][CH2:3][C:2]2=[O:11])=[CH:18][CH:17]=1 |f:1.2|. Procedure details: To a solution of 3,4-dihydro-1H-quinolin-2-one (27 mmol) in 250 mL of anhydrous DMF is added NaH (60% in mineral oil) (30 mmol) and the mixture is stirred at room temperature for 30 minutes. 4-Methoxybenzyl chloride (30 mmol) is then added and the reaction mixture is stirred at room temperature for 2 hours. The solvent is evaporated. The residue is dissolved in 100 mL of water and extracted with CH2Cl2 three times. The combined organic layers are dried over MgSO4, filtered, and evaporated to giv... The reactants are COc1ccc2c(c1)C(O)c1ccccc1CO2, O=S(Cl)Cl. The product is COc1ccc2c(c1)C(Cl)c1ccccc1CO2. Reaction SMILES: [OH:1][CH:2]1[c:3]2[c:4]([cH:13][cH:14][c:15]([O:17][CH3:18])[cH:16]2)[O:5][CH2:6][c:7]2[c:8]1[cH:9][cH:10][cH:11][cH:12]2.[S:19]([Cl:20])([Cl:21])=[O:22]>>[CH:2]1([Cl:21])[c:3]2[c:4]([cH:13][cH:14][c:15]([O:17][CH3:18])[cH:16]2)[O:5][CH2:6][c:7]2[c:8]1[cH:9][cH:10][cH:11][cH:12]2. The reactants are CO (methanol), C(=O)C1=CC=C(C=C1)N1C(C(=C(C1C1=CC=CC=C1)C(C1=CC=C(C=C1)OC)=O)O)=O (1-(4-formylphenyl)-3-hydroxy-4-(4-methoxybenzoyl)-5-phenyl-1,5-dihydropyrrol-2-one), C(CO)O (ethylene glycol), O.C1(=CC=C(C=C1)S(=O)(=O)O)C (p-toluenesulfonic acid monohydrate). Run in O (Water), C1(=CC=CC=C1)C (Toluene). Product: O1C(OCC1)N1C(C(=C(C1C1=CC=CC=C1)C(C1=CC=C(C=C1)OC)=O)O)=O (1-(1,3-dioxolan-2-yl)-3-hydroxy-4-(4-methoxybenzoyl)-5-phenyl-1,5-dihydro-pyrrol-2-one). The yield is 10.0%. As a reaction SMILES: CO.C(C1C=C[C:8]([N:11]2[CH:15]([C:16]3[CH:21]=[CH:20][CH:19]=[CH:18][CH:17]=3)[C:14]([C:22](=[O:31])[C:23]3[CH:28]=[CH:27][C:26]([O:29][CH3:30])=[CH:25][CH:24]=3)=[C:13]([OH:32])[C:12]2=[O:33])=CC=1)=O.[CH2:34]([OH:37])[CH2:35][OH:36].O.C1(C)C=CC(S(O)(=O)=O)=CC=1>O.C1(C)C=CC=CC=1>[O:36]1[CH2:35][CH2:34][O:37][CH:8]1[N:11]1[CH:15]([C:16]2[CH:17]=[CH:18][CH:19]=[CH:20][CH:21]=2)[C:14]([C:22](=[O:31])[C:23]2[CH:24]=[CH:25][C:26]([O:29][CH3:30])=[CH:27][CH:28]=2)=[C:13]([OH:32])[C:12]1=[O:33] |f:3.4|. Reported procedure: The 0.1M methanol solution of 1-(4-formylphenyl)-3-hydroxy-4-(4-methoxybenzoyl)-5-phenyl-1,5-dihydropyrrol-2-one (1 mL, 0.1 mmol) was concentrated under reduced pressure. Toluene (1 mL), ethylene glycol (0.033 mL, 0.6 mmol) and p-toluenesulfonic acid monohydrate (3.8 mg, 0.02 mmol) was added to the residue. The mixture was heated under azeotropic dehydration for 3 hr. Water (100 mL) was added to the mixture, which was then extracted with ethyl acetate (100 mL). The organic layer was washed with ... The reactants are ClC1=C(C=O)C=CC=C1Cl (2,3-dichlorobenzaldehyde), C(C)(=O)[O-].[NH4+] (ammonium acetate), [N+](=O)([O-])C (nitromethane), C(C)(=O)O (acetic acid). Run in C(Cl)(Cl)Cl (CHCl3). Reaction conditions: time 30 minute. The product is ClC1=C(C=CC=C1Cl)C=C[N+](=O)[O-] (1-(2',3'-dichlorophenyl)-2-nitroethylene). RXN SMILES: [Cl:1][C:2]1[C:9]([Cl:10])=[CH:8][CH:7]=[CH:6][C:3]=1[CH:4]=O.C([O-])(=O)C.[NH4+].[N+:16]([CH3:19])([O-:18])=[O:17].C(O)(=O)C>C(Cl)(Cl)Cl>[Cl:1][C:2]1[C:9]([Cl:10])=[CH:8][CH:7]=[CH:6][C:3]=1[CH:4]=[CH:19][N+:16]([O-:18])=[O:17] |f:1.2|. Reported procedure: 28.0 g of 2,3-dichlorobenzaldehyde, 13.9 g of ammonium acetate, 13.9 ml of nitromethane and 120 ml of glacial acetic acid are refluxed for 2 hours. After cooling, the reaction mixture is poured onto ice and stirred for 30 minutes. The formed precipitate is then filtered off, washed with water and dried in vacuo to thus obtain the product in the form of slightly yellowish crystals, m.p. 89°-91° C. IR (CHCl3) in cm-1 : 1650 (C=C); 1530 and 1350 (NO2). NMR (CDCl3) in ppm: 7.2-7.7 (m, 4H); 8.50 (d,J... The reactants are COC1=CC=C2CCCC(C2=C1)=O (7-methoxy-1-tetralone), O (water), [H-].[Na+] (sodium hydride), CCOP(=O)(CC#N)OCC (diethyl cyanomethyl phosphonate). Solvent: C1CCOC1 (THF), O1CCCC1 (tetrahydrofuran). Run at time 15 minute. Yields the product COC1=CC=C2CCCC(C2=C1)=CC#N ((1,2,3,4-tetrahydro-7-methoxy-1-naphthylidene)acetonitrile). The yield is 98.0%. As a reaction SMILES: [H-].[Na+].CCOP(OCC)([CH2:8][C:9]#[N:10])=O.[CH3:14][O:15][C:16]1[CH:25]=[C:24]2[C:19]([CH2:20][CH2:21][CH2:22][C:23]2=O)=[CH:18][CH:17]=1.O>O1CCCC1>[CH3:14][O:15][C:16]1[CH:25]=[C:24]2[C:19]([CH2:20][CH2:21][CH2:22][C:23]2=[CH:8][C:9]#[N:10])=[CH:18][CH:17]=1 |f:0.1|. Procedure: To a solution of 60% sodium hydride (6.24 g, 156 mmol) in tetrahydrofuran (100 ml) was gradually added dropwise, under ice-cooling, diethyl cyanomethyl phosphonate (30.4 g, 172 mmol). The mixture was stirred for 15 minutes. To the reaction mixture was then added dropwise a solution of 7-methoxy-1-tetralone (25.2 g, 143 mmol) in THF (50 ml). The reaction mixture was heated for 3 hours under reflux. The reaction mixture was poured into water, and the organic layer was subjected to extraction with ... The yield is 34.2%. Yields the product COC1=CC=C(C=2C3=CC(=CC=C3N(C12)C)NC(CC)=O)C(=O)N (1-methoxy-9-methyl-6-propionamido-9H-4-carbazolecarboxamide). Run in C1CCOC1 (THF), C1CCOC1 (THF), C1CCOC1 (THF). Run at time 10 minute. The reactants are ClC=1C=NC=C(C1NC(=O)C1=CC=C(C=2N(C3=CC=C(C=C3C12)N)C)OC)Cl (N-(3,5-dichloropyrid-4-yl)-1-methoxy-9-methyl-6-amino-9H-4-carbazolecarboxamide), N1=CC=CC=C1 (pyridine), C(CC)(=O)Cl (propionyl chloride). As a reaction SMILES: ClC1C=NC=C(Cl)C=1[NH:8][C:9]([C:11]1[C:23]2[C:22]3[C:17](=[CH:18][CH:19]=[C:20](N)[CH:21]=3)[N:16]([CH3:25])[C:15]=2[C:14]([O:26][CH3:27])=[CH:13][CH:12]=1)=[O:10].[N:29]1C=C[CH:32]=[CH:31][CH:30]=1.C(Cl)(=[O:38])CC>C1COCC1>[CH3:27][O:26][C:14]1[C:15]2[N:16]([CH3:25])[C:17]3[C:22](=[CH:21][C:20]([NH:29][C:30](=[O:38])[CH2:31][CH3:32])=[CH:19][CH:18]=3)[C:23]=2[C:11]([C:9]([NH2:8])=[O:10])=[CH:12][CH:13]=1. Procedure: N-(3,5-dichloropyrid-4-yl)-1-methoxy-9-methyl-6-amino-9H-4-carbazolecarboxamide (75 mg, 0.00018 mol) was suspended in THF (5 ml) and added with pyridine (28 mg, 0.00036 mol) and stirred at room temperature for 10 minutes. The solution obtained, was added with a solution of propionyl chloride (24 mg, 0.00027) in dry THF (5 ml). The reaction mixture was stirred for 1 hr THF was evaporated and the solid was washed with water to get crude solid which was column chromatographed using 10% methanol in ...